Dataset: the Open Reaction Database (ORD), a public repository of structured organic reaction records. Task: describe an organic reaction: reactants, conditions, products, and yield Starting materials: C(C)(=O)OCC (Ethyl acetate), BrC1=CC=C(OC2OCCCC2)C=C1 (2-(4-bromophenoxy)-tetrahydropyran), N1CCNCC1 (piperazine), CC(C)([O-])C.[Na+] (sodium tert-butoxide). Reagents/catalysts: C(C)(=O)[O-].[Pd+2].C(C)(=O)[O-] (palladium acetate), C=1C=CC(=CC1)P(C=2C=CC=CC2)C3=CC=C4C=CC=CC4=C3C5=C6C=CC=CC6=CC=C5P(C=7C=CC=CC7)C=8C=CC=CC8 (BINAP). Run in O (water), C1(=CC=CC=C1)C (toluene). The product is O1C(CCCC1)OC1=CC=C(C=C1)N1CCNCC1 (1-[4-(tetrahydropyran-2-yloxy)phenyl]piperazine). Isolated yield 85.5%. As a reaction SMILES: Br[C:2]1[CH:14]=[CH:13][C:5]([O:6][CH:7]2[CH2:12][CH2:11][CH2:10][CH2:9][O:8]2)=[CH:4][CH:3]=1.[NH:15]1[CH2:20][CH2:19][NH:18][CH2:17][CH2:16]1.CC(C)([O-])C.[Na+].C(OCC)(=O)C>C1(C)C=CC=CC=1.C([O-])(=O)C.[Pd+2].C([O-])(=O)C.C1C=CC(P(C2C(C3C(P(C4C=CC=CC=4)C4C=CC=CC=4)=CC=C4C=3C=CC=C4)=C3C(C=CC=C3)=CC=2)C2C=CC=CC=2)=CC=1.O>[O:8]1[CH2:9][CH2:10][CH2:11][CH2:12][CH:7]1[O:6][C:5]1[CH:13]=[CH:14][C:2]([N:15]2[CH2:20][CH2:19][NH:18][CH2:17][CH2:16]2)=[CH:3][CH:4]=1 |f:2.3,6.7.8|. Procedure: A mixture of 2-(4-bromophenoxy)-tetrahydropyran (7.8 g, 30.3 mmol), piperazine (15.7 g, 180 mmol), palladium acetate (136 mg, 0.61 mmol), BINAP (567 mg, 0.91 mmol) and sodium tert-butoxide (3.8 g, 39.4 mmol) in toluene (50 ml) was refluxed under a nitrogen atmosphere for 2 hours. Ethyl acetate and water were added to the reaction mixture, which was stirred for a while. The insoluble substances were removed by filtration through Celite, and the filtrate was extracted with ethyl acetate. The extra... Starting materials: COC1=C(C2=CC=C(C=C2C=C1)C1=CC=C(C=C1)OC)C#N (2-methoxy-6-(4-methoxyphenyl)-1-napthonitrile), Cl.[NH+]1=CC=CC=C1 (pyridinium HCl). Product: OC1=C(C2=CC=C(C=C2C=C1)C1=CC=C(C=C1)O)C#N (2-Hydroxy-6-(4-hydroxyphenyl)-1-naphthonitrile), tan solid. The yield is 24.0%. As a reaction SMILES: C[O:2][C:3]1[CH:12]=[CH:11][C:10]2[C:5](=[CH:6][CH:7]=[C:8]([C:13]3[CH:18]=[CH:17][C:16]([O:19]C)=[CH:15][CH:14]=3)[CH:9]=2)[C:4]=1[C:21]#[N:22].Cl.[NH+]1C=CC=CC=1>>[OH:2][C:3]1[CH:12]=[CH:11][C:10]2[C:5](=[CH:6][CH:7]=[C:8]([C:13]3[CH:18]=[CH:17][C:16]([OH:19])=[CH:15][CH:14]=3)[CH:9]=2)[C:4]=1[C:21]#[N:22] |f:1.2|. Reported procedure: The title compound was prepared by reacting 2-methoxy-6-(4-methoxyphenyl)-1-napthonitrile (0.115 g, 0.397 mmol) with pyridinium HCl (4 g) at 190° C. according to method D to yield 0.025 g (24%) of a tan solid: mp>220° C.; 1H NMR (DMSO-d6): δ 6.89 (2H, d, J=8.37 Hz), 7.28 (1H, d, J=9.07 Hz), 7.63 (2H, d, J=8.42 Hz), 7.88-7.98 (2H, m), 8.12-8.16 (2H, m), 9.63 (1H, s), 11.65 (1H, bs); MS (ESI) m/z260 (M−H)− Starting materials: C1(=CC=CC=C1)C(C#N)(CCBr)C1=CC=CC=C1 (2,2-diphenyl-4-bromobutyronitrile), N12CCNCC2CCC1 (1,4-diazabicyclo[4.3.0]nonane), O (water), [OH-].[K+] (potassium hydroxide). The solvent is C(C)OCC (ethyl ether). Conditions: temperature 30 celsius. Product: C1(=CC=CC=C1)C(C#N)(CCN1CCN2CCCC2C1)C1=CC=CC=C1 (2,2-diphenyl-4-(1,4-diazabicyclo[4.3.0]non-4-yl)butyronitrile), product. Yield: 86.0%. RXN SMILES: [C:1]1([C:7]([C:13]2[CH:18]=[CH:17][CH:16]=[CH:15][CH:14]=2)([CH2:10][CH2:11]Br)[C:8]#[N:9])[CH:6]=[CH:5][CH:4]=[CH:3][CH:2]=1.[N:19]12[CH2:27][CH2:26][CH2:25][CH:24]1[CH2:23][NH:22][CH2:21][CH2:20]2.O.[OH-].[K+]>C(OCC)C>[C:1]1([C:7]([C:13]2[CH:18]=[CH:17][CH:16]=[CH:15][CH:14]=2)([CH2:10][CH2:11][N:22]2[CH2:23][CH:24]3[N:19]([CH2:27][CH2:26][CH2:25]3)[CH2:20][CH2:21]2)[C:8]#[N:9])[CH:6]=[CH:5][CH:4]=[CH:3][CH:2]=1 |f:3.4|. Procedure: To 70.6 parts of 2,2-diphenyl-4-bromobutyronitrile is added 27 parts of 1,4-diazabicyclo[4.3.0]nonane, 63 parts of demineralized water and 15.5 parts of potassium hydroxide. The mixture is stirred and heated to 75° - 80° C. and then further heated to reflux. After 3.5 hours at reflux, the mixture is cooled to about 30° C. and 180 parts of ethyl ether is added. The aqueous layer is separated and discarded. The remaining ether layer is extracted three times with 100 parts by volume portions of 1% ... Reactants: C([O-])([O-])=O.[K+].[K+] (potassium carbonate), CC(=O)C (acetone), COC=1C=C(C(=O)N2CCN(CC2)CC(=O)Cl)C=CC1OC ([4-(3,4-dimethoxybenzoyl)-1-piperazinyl]acetylchloride), COC(=O)C1=C(N)C=CC=C1 (o-methoxycarbonylaniline). Solvent: O.CC(=O)C (water acetone). Conditions: time 3 hour. The product is C(C)(=O)NC1=CC=CC=C1 (acetanilide). Reaction SMILES: C(=O)([O-])[O-].[K+].[K+].COC([C:11]1[CH:17]=[CH:16][CH:15]=[CH:14][C:12]=1[NH2:13])=O.[CH3:18][C:19](C)=[O:20].COC1C=C(C=CC=1OC)C(N1CCN(CC(Cl)=O)CC1)=O>O.CC(C)=O>[C:19]([NH:13][C:12]1[CH:11]=[CH:17][CH:16]=[CH:15][CH:14]=1)(=[O:20])[CH3:18] |f:0.1.2,6.7|. Reported procedure: 8.28 Grams of potassium carbonate was dissolved in 50 ml of water-acetone (1:2), and to this solution was added 15.1 g of o-methoxycarbonylaniline. Under ice-cooled condition, an acetone solution of 34.4 g of [4-(3,4-dimethoxybenzoyl)-1-piperazinyl]acetylchloride was added dropwise thereto. After completion of the addition, the reaction was carried out at a room temperature for 3 hours, then acetone was removed by distillation. The residue obtained was extracted with chloroform, then the extract...